The task is: describe an organic reaction: reactants, conditions, products, and yield. This data is from the Open Reaction Database (ORD), a public repository of structured organic reaction records. The product is CN(C(CC1=CC=C(CCCNC2=C(C=CC(=C2)OC)[C@H]2CC=3C=CC(=CC3CC2)O)C=C1)(C)C)C ((R)-6-{2-{[4-(2-Dimethylamino-2-methylpropyl)benzyl]ethylamino}-4-methoxyphenyl}-5,6,7,8-tetrahydronaphthalen-2-ol). Procedure details: Synthesized from pivalic acid (R)-6-(2-ethylamino-4-methoxyphenyl)-5,6,7,8-tetrahydronaphthalen-2-yl ester (100 mg) and 4-[2-(tert-butoxycarbonylmethylamino)-2-methylpropyl]benzoic acid (120 mg) according to an analogous synthetic method to Preparation Example 86, pivalic acid 6-{2-{{4-[2-(tert-butoxycarbonylmethylamino)-2-methylpropyl]benzoyl}ethylamino}-4-methoxyphenyl}-5,6,7,8-tetrahydronaphthalen-2-yl ester (67 mg) was used according to an analogous synthetic method to Example 337 to provide... Starting materials: C(C)NC1=C(C=CC(=C1)OC)[C@H]1CC=2C=CC(=CC2CC1)OC(C(C)(C)C)=O (pivalic acid (R)-6-(2-ethylamino-4-methoxyphenyl)-5,6,7,8-tetrahydronaphthalen-2-yl ester), C(C)(C)(C)OC(=O)CNC(CC1=CC=C(C(=O)O)C=C1)(C)C (4-[2-(tert-butoxycarbonylmethylamino)-2-methylpropyl]benzoic acid), C(C)(C)(C)OC(=O)CNC(CC1=CC=C(C(=O)CCNC2=C(C=CC(=C2)OC)C2CC=3C=CC(=CC3CC2)OC(C(C)(C)C)=O)C=C1)(C)C (pivalic acid 6-{2-{{4-[2-(tert-butoxycarbonylmethylamino)-2-methylpropyl]benzoyl}ethylamino}-4-methoxyphenyl}-5,6,7,8-tetrahydronaphthalen-2-yl ester). The yield is 37.0%. Reaction SMILES: [CH2:1]([NH:3][C:4]1[CH:9]=[C:8]([O:10][CH3:11])[CH:7]=[CH:6][C:5]=1[C@@H:12]1[CH2:21][CH2:20][C:19]2[CH:18]=[C:17]([O:22]C(=O)C(C)(C)C)[CH:16]=[CH:15][C:14]=2[CH2:13]1)[CH3:2].C(OC([CH2:36][NH:37][C:38]([CH3:50])([CH3:49])[CH2:39][C:40]1[CH:48]=[CH:47][C:43]([C:44](O)=O)=[CH:42][CH:41]=1)=O)(C)(C)C.[C:51](OC(CNC(C)(C)CC1C=CC(C(CCNC2C=C(OC)C=CC=2C2CCC3C=C(OC(=O)C(C)(C)C)C=CC=3C2)=O)=CC=1)=O)(C)(C)C>>[CH3:51][N:37]([CH3:36])[C:38]([CH3:49])([CH3:50])[CH2:39][C:40]1[CH:41]=[CH:42][C:43]([CH2:44][CH2:2][CH2:1][NH:3][C:4]2[CH:9]=[C:8]([O:10][CH3:11])[CH:7]=[CH:6][C:5]=2[C@@H:12]2[CH2:21][CH2:20][C:19]3[CH:18]=[C:17]([OH:22])[CH:16]=[CH:15][C:14]=3[CH2:13]2)=[CH:47][CH:48]=1. Reactants: C(Cl)(Cl)Cl (chloroform), C(C1=CC=CC=C1)OC=1C=C2CCC(=CC2=CC1)C(=O)O[C@H](CCCCCOCC)C(F)(F)F ((R)1-trifluoromethyl-6-ethoxyhexyl 6-benzyloxy-3,4-dihydro-2-naphthalenecarboxylate), I[Si](C)(C)C (iodotrimethylsilane). Solvent: CO (methanol). Product: OC=1C=C2CCC(=CC2=CC1)C(=O)O[C@H](CCCCCOCC)C(F)(F)F ((R)1-trifluoromethyl-6-ethoxyhexyl 6-hydroxy-3,4-dihydro-2-naphthalenecarboxylate). The yield is 414.1%. Reaction SMILES: C(Cl)(Cl)Cl.C([O:12][C:13]1[CH:14]=[C:15]2[C:20](=[CH:21][CH:22]=1)[CH:19]=[C:18]([C:23]([O:25][C@@H:26]([C:35]([F:38])([F:37])[F:36])[CH2:27][CH2:28][CH2:29][CH2:30][CH2:31][O:32][CH2:33][CH3:34])=[O:24])[CH2:17][CH2:16]2)C1C=CC=CC=1.I[Si](C)(C)C>CO>[OH:12][C:13]1[CH:14]=[C:15]2[C:20](=[CH:21][CH:22]=1)[CH:19]=[C:18]([C:23]([O:25][C@@H:26]([C:35]([F:36])([F:37])[F:38])[CH2:27][CH2:28][CH2:29][CH2:30][CH2:31][O:32][CH2:33][CH3:34])=[O:24])[CH2:17][CH2:16]2. Procedure: To 10 ml of a chloroform solution of 0.19 g (0.4 mmol) of the (R)1-trifluoromethyl-6-ethoxyhexyl 6-benzyloxy-3,4-dihydro-2-naphthalenecarboxylate obtained in the first step was added 0.1 ml (0.4 mmol) of iodotrimethylsilane in a nitrogen atmosphere with stirring, and the mixture was reacted at room temperature for two and a half hours with stirring. Then, 8 ml of methanol was added, and the mixture was rapidly concentrated at room temperature under reduced pressure. The concentrate was separated... Starting materials: ClC1=NC(=C2N=CN(C2=N1)C1CCCCC1)N (2-chloro-9-cyclohexyl-9H-adenine), C(C)(CC)N (sec.-butylamine). Procedure details: Reaction of 2-chloro-9-cyclohexyl-9H-adenine with sec.-butylamine according to the procedure of Example 1 affords the title compound. Reaction SMILES: Cl[C:2]1[N:10]=[C:9]2[C:5]([N:6]=[CH:7][N:8]2[CH:11]2[CH2:16][CH2:15][CH2:14][CH2:13][CH2:12]2)=[C:4]([NH2:17])[N:3]=1.[CH:18]([NH2:22])([CH2:20][CH3:21])[CH3:19]>>[CH:11]1([N:8]2[CH:7]=[N:6][C:5]3[C:9]2=[N:10][C:2]([NH:22][CH:18]([CH2:20][CH3:21])[CH3:19])=[N:3][C:4]=3[NH2:17])[CH2:16][CH2:15][CH2:14][CH2:13][CH2:12]1. The product is C1(CCCCC1)N1C2=NC(=NC(=C2N=C1)N)NC(C)CC (9-Cyclohexyl-2-(2-butylamino)-9H-adenine).